This data is from the Open Reaction Database (ORD), a public repository of structured organic reaction records. The task is: describe an organic reaction: reactants, conditions, products, and yield Starting materials: CCc1ccc(Br)c(CC)c1CO, CN(C)C=O, ClCCl, O=S(Cl)Cl. Product: CCc1ccc(Br)c(CC)c1CCl. As a reaction SMILES: [Br:1][c:2]1[c:3]([CH2:12][CH3:13])[c:4]([CH2:10][OH:11])[c:5]([CH2:8][CH3:9])[cH:6][cH:7]1.[CH3:14][N:15]([CH3:16])[CH:17]=[O:18].[Cl:23][CH2:24][Cl:25].[S:19]([Cl:20])([Cl:21])=[O:22]>>[Br:1][c:2]1[c:3]([CH2:12][CH3:13])[c:4]([CH2:10][Cl:21])[c:5]([CH2:8][CH3:9])[cH:6][cH:7]1. Reactants: IC1=C(C=C(C=C1C)C1=NC(=NC=C1)OC)C (4-(4-Iodo-3,5-dimethylphenyl)-2-methoxypyrimidine). Solvent: solution, Br (HBr), C(C)(=O)O (acetic acid), O (water). Conditions: time 12 hour. The product is IC1=C(C=C(C=C1C)C1=NC(NC=C1)=O)C (4-(4-Iodo-3,5-dimethylphenyl)pyrimidin-2(1H)-one). RXN SMILES: [I:1][C:2]1[C:7]([CH3:8])=[CH:6][C:5]([C:9]2[CH:14]=[CH:13][N:12]=[C:11]([O:15]C)[N:10]=2)=[CH:4][C:3]=1[CH3:17]>Br.C(O)(=O)C.O>[I:1][C:2]1[C:3]([CH3:17])=[CH:4][C:5]([C:9]2[CH:14]=[CH:13][NH:12][C:11](=[O:15])[N:10]=2)=[CH:6][C:7]=1[CH3:8]. Procedure details: 4-(4-Iodo-3,5-dimethylphenyl)-2-methoxypyrimidine is dissolved in 33% solution of HBr in acetic acid (7.7 mL) and the mixture is stirred for 12 hours at room temperature. Then the mixture is diluted with water. The formed precipitate is filtered off, washed with acetone and dried. Yield: 1 g; LC (method 11): tR=0.92 min; Mass spectrum (ESI+): m/z=327 [M+H]+. Starting materials: Br, O=C(O)C1CC2(CN1C(=O)OCc1ccccc1)SCCS2, CCOCC, CC(=O)O. Product: O=C(O)C1CC2(CN1)SCCS2. RXN SMILES: [BrH:28].[CH2:1]([O:2][C:3](=[O:4])[N:11]1[CH2:12][C:13]2([S:14][CH2:15][CH2:16][S:17]2)[CH2:18][CH:19]1[C:20](=[O:21])[OH:22])[c:5]1[cH:6][cH:7][cH:8][cH:9][cH:10]1.[CH3:23][CH2:24][O:25][CH2:26][CH3:27].[CH3:29][C:30](=[O:31])[OH:32]>>[NH:11]1[CH2:12][C:13]2([S:14][CH2:15][CH2:16][S:17]2)[CH2:18][CH:19]1[C:20](=[O:21])[OH:22]. The reactants are CCC(=O)C1C(=O)CC(CCSc2ccc(C(F)(F)F)cc2)CC1=O, CCCON, ClC(Cl)Cl, Cl, Cl, O, c1ccncc1. Product: CCCONC(CC)=C1C(=O)CC(CCSc2ccc(C(F)(F)F)cc2)CC1=O. As a reaction SMILES: [C:1]([CH2:2][CH3:3])(=[O:4])[CH:5]1[C:6](=[O:25])[CH2:7][CH:8]([CH2:12][CH2:13][S:14][c:15]2[cH:16][cH:17][c:18]([C:21]([F:22])([F:23])[F:24])[cH:19][cH:20]2)[CH2:9][C:10]1=[O:11].[CH2:27]([CH2:28][CH3:29])[O:30][NH2:31].[CH:39]([Cl:40])([Cl:41])[Cl:42].[ClH:26].[ClH:38].[OH2:43].[cH:32]1[cH:33][cH:34][n:35][cH:36][cH:37]1>>[C:1]([CH2:2][CH3:3])(=[C:5]1[C:6](=[O:25])[CH2:7][CH:8]([CH2:12][CH2:13][S:14][c:15]2[cH:16][cH:17][c:18]([C:21]([F:22])([F:23])[F:24])[cH:19][cH:20]2)[CH2:9][C:10]1=[O:11])[NH:31][O:30][CH2:27][CH2:28][CH3:29]. Starting materials: CNC, COCOc1cc(F)c(Cl)cc1C(=O)c1ncccc1OCOC, CN(C)C=O. The product is COCOc1cc(N(C)C)c(Cl)cc1C(=O)c1ncccc1OCOC. RXN SMILES: [CH3:25][NH:26][CH3:27].[Cl:1][c:2]1[c:3]([F:24])[cH:4][c:5]([O:20][CH2:21][O:22][CH3:23])[c:6]([C:7](=[O:8])[c:9]2[n:10][cH:11][cH:12][cH:13][c:14]2[O:15][CH2:16][O:17][CH3:18])[cH:19]1.[O:28]=[CH:29][N:30]([CH3:31])[CH3:32]>>[Cl:1][c:2]1[c:3]([N:26]([CH3:25])[CH3:27])[cH:4][c:5]([O:20][CH2:21][O:22][CH3:23])[c:6]([C:7](=[O:8])[c:9]2[n:10][cH:11][cH:12][cH:13][c:14]2[O:15][CH2:16][O:17][CH3:18])[cH:19]1. The reactants are CCC(CC)CC1CC(C=C(Br)Br)C1, COCNC(=O)C(CCO[Si](c1ccccc1)(c1ccccc1)C(C)(C)C)CC(=O)OC(C)(C)C, [Li]CCCC, [Cl-], [NH4+], C1CCOC1. The product is CCC(CC)CC1CC(C#CC(=O)C(CCO[Si](c2ccccc2)(c2ccccc2)C(C)(C)C)CC(=O)OC(C)(C)C)C1. As a reaction SMILES: [Br:1][C:2](=[CH:3][CH:4]1[CH2:5][CH:6]([CH2:8][CH:9]([CH2:10][CH3:11])[CH2:12][CH3:13])[CH2:7]1)[Br:14].[C:20]([CH3:21])([CH3:22])([CH3:23])[Si:24]([O:25][CH2:26][CH2:27][CH:28]([CH2:29][C:30](=[O:31])[O:32][C:33]([CH3:34])([CH3:35])[CH3:36])[C:37]([NH:38][CH2:39][O:40][CH3:41])=[O:42])([c:43]1[cH:44][cH:45][cH:46][cH:47][cH:48]1)[c:49]1[cH:50][cH:51][cH:52][cH:53][cH:54]1.[CH2:15]([Li:16])[CH2:17][CH2:18][CH3:19].[Cl-:55].[NH4+:56].[O:57]1[CH2:58][CH2:59][CH2:60][CH2:61]1>>[C:2](#[C:3][CH:4]1[CH2:5][CH:6]([CH2:8][CH:9]([CH2:10][CH3:11])[CH2:12][CH3:13])[CH2:7]1)[C:37]([CH:28]([CH2:27][CH2:26][O:25][Si:24]([C:20]([CH3:21])([CH3:22])[CH3:23])([c:43]1[cH:44][cH:45][cH:46][cH:47][cH:48]1)[c:49]1[cH:50][cH:51][cH:52][cH:53][cH:54]1)[CH2:29][C:30](=[O:31])[O:32][C:33]([CH3:34])([CH3:35])[CH3:36])=[O:42].